From a dataset of the Open Reaction Database (ORD), a public repository of structured organic reaction records. describe an organic reaction: reactants, conditions, products, and yield The reactants are O=C([O-])[O-], CCI, CC(C)=O, O=[N+]([O-])c1cc(O)ccc1Cl, [K+], [K+], O. The product is CCOc1ccc(Cl)c([N+](=O)[O-])c1. Reaction SMILES: [C:15](=[O:16])([O-:17])[O-:18].[CH2:12]([CH3:13])[I:14].[CH3:22][C:23](=[O:24])[CH3:25].[Cl:1][c:2]1[c:3]([N+:9](=[O:10])[O-:11])[cH:4][c:5]([OH:8])[cH:6][cH:7]1.[K+:19].[K+:20].[OH2:21]>>[Cl:1][c:2]1[c:3]([N+:9](=[O:10])[O-:11])[cH:4][c:5]([O:8][CH2:12][CH3:13])[cH:6][cH:7]1. Starting materials: C(C1=CC=CC=C1)Br (benzyl bromide), [Mg] (magnesium), C(C)OCC (diethylether), BrC1=NC(=CC=C1)OC (2-bromo-6-methoxypyridine). Reagents/catalysts: CC(C)P(C1=CC=CC=C1)C2=CC=CC=C2.C1=CC=C(C=C1)PC2=CC=CC=C2.[Cl-].[Ni] (1,3-bis(diphenylphosphino)propanenickel(II) chloride). The solvent is O1CCCC1 (tetrahydrofuran). Yields the product C(C1=CC=CC=C1)C1=NC(=CC=C1)OC (2-Benzyl-6-methoxypyridine). As a reaction SMILES: [CH2:1](Br)[C:2]1[CH:7]=[CH:6][CH:5]=[CH:4][CH:3]=1.[Mg].C(OCC)C.Br[C:16]1[CH:21]=[CH:20][CH:19]=[C:18]([O:22][CH3:23])[N:17]=1>CC(P(C1C=CC=CC=1)C1C=CC=CC=1)C.C1C=CC(PC2C=CC=CC=2)=CC=1.[Cl-].[Ni].O1CCCC1>[CH2:1]([C:16]1[CH:21]=[CH:20][CH:19]=[C:18]([O:22][CH3:23])[N:17]=1)[C:2]1[CH:7]=[CH:6][CH:5]=[CH:4][CH:3]=1 |f:4.5.6.7|. Reported procedure: A Grignard's reagent prepared from 123 ml of benzyl bromide, 30 g of magnesium and 400 ml of diethylether was slowly added dropwise into a mixture of 150 g of 2-bromo-6-methoxypyridine, 4.3 g of 1,3-bis(diphenylphosphino)propanenickel(II) chloride and 500 ml of tetrahydrofuran under stirring in an ice bath. After stirring overnight as it was, the mixture was extracted with an aqueous ammonium chloride solution and hexane. The organic phase was washed with water and then brine, dried over anhydro... The reactants are C1CCNCC1, Cc1cc(=O)c2cccc(C=O)c2o1, CC(=O)O, ClCCl, O=C(CC(=O)C(F)(F)F)c1ccccc1. Product: Cc1cc(=O)c2cccc(C=C(C(=O)c3ccccc3)C(=O)C(F)(F)F)c2o1. Reaction SMILES: [CH2:34]1[CH2:35][CH2:36][NH:37][CH2:38][CH2:39]1.[CH3:1][c:2]1[o:3][c:4]2[c:5]([CH:13]=[O:14])[cH:6][cH:7][cH:8][c:9]2[c:10](=[O:12])[cH:11]1.[CH3:30][C:31](=[O:32])[OH:33].[Cl:40][CH2:41][Cl:42].[F:15][C:16]([C:17]([CH2:18][C:19](=[O:20])[c:21]1[cH:22][cH:23][cH:24][cH:25][cH:26]1)=[O:27])([F:28])[F:29]>>[CH3:1][c:2]1[o:3][c:4]2[c:5]([CH:13]=[C:18]([C:17]([C:16]([F:15])([F:28])[F:29])=[O:27])[C:19](=[O:20])[c:21]3[cH:22][cH:23][cH:24][cH:25][cH:26]3)[cH:6][cH:7][cH:8][c:9]2[c:10](=[O:12])[cH:11]1. The reactants are CC(C)C(=O)Nc1cccc(C2CCNCC2)c1, CC(CCl)COc1ccc(Br)cc1. Product: CC(COc1ccc(Br)cc1)CN1CCC(c2cccc(NC(=O)C(C)C)c2)CC1. Reaction SMILES: [CH3:14][CH:15]([C:16](=[O:17])[NH:18][c:19]1[cH:20][c:21]([CH:25]2[CH2:26][CH2:27][NH:28][CH2:29][CH2:30]2)[cH:22][cH:23][cH:24]1)[CH3:31].[Cl:1][CH2:2][CH:3]([CH2:4][O:5][c:6]1[cH:7][cH:8][c:9]([Br:12])[cH:10][cH:11]1)[CH3:13]>>[CH2:2]([CH:3]([CH2:4][O:5][c:6]1[cH:7][cH:8][c:9]([Br:12])[cH:10][cH:11]1)[CH3:13])[N:28]1[CH2:27][CH2:26][CH:25]([c:21]2[cH:20][c:19]([NH:18][C:16]([CH:15]([CH3:14])[CH3:31])=[O:17])[cH:24][cH:23][cH:22]2)[CH2:30][CH2:29]1. The reactants are FC1=C(C=CC(=C1)NCC=1C=C(C(=CC1)C)C1=C(C=C(C=C1C)OCC1(CCS(CC1)(=O)=O)O)C)CCC(=O)O (3-{2-fluoro-4-[({4′-[(4-hydroxy-1,1-dioxidotetrahydro-2H-thiopyran-4-yl)methoxy]-2′,6,6′-trimethylbiphenyl-3-yl}methyl)amino]phenyl}propanoic acid), [OH-].[Na+] (sodium hydroxide), [Cl-].[Ca+2].[Cl-] (calcium chloride). Solvent: CO (methanol). The product is [Ca+2].FC1=C(C=CC(=C1)NCC=1C=C(C(=CC1)C)C1=C(C=C(C=C1C)OCC1(CCS(CC1)(=O)=O)O)C)CCC(=O)[O-].FC1=C(C=CC(=C1)NCC=1C=C(C(=CC1)C)C1=C(C=C(C=C1C)OCC1(CCS(CC1)(=O)=O)O)C)CCC(=O)[O-] (3-{2-fluoro-4-[({4′-[(4-hydroxy-1,1-dioxidotetrahydro-2H-thiopyran-4-yl)methoxy]-2′,6,6′-trimethylbiphenyl-3-yl}methyl)amino]phenyl}propanoic acid calcium salt). Isolated yield 54.7%. RXN SMILES: [F:1][C:2]1[CH:7]=[C:6]([NH:8][CH2:9][C:10]2[CH:11]=[C:12]([C:17]3[C:22]([CH3:23])=[CH:21][C:20]([O:24][CH2:25][C:26]4([OH:34])[CH2:31][CH2:30][S:29](=[O:33])(=[O:32])[CH2:28][CH2:27]4)=[CH:19][C:18]=3[CH3:35])[C:13]([CH3:16])=[CH:14][CH:15]=2)[CH:5]=[CH:4][C:3]=1[CH2:36][CH2:37][C:38]([OH:40])=[O:39].[OH-].[Na+].[Cl-].[Ca+2:44].[Cl-]>CO>[Ca+2:44].[F:1][C:2]1[CH:7]=[C:6]([NH:8][CH2:9][C:10]2[CH:11]=[C:12]([C:17]3[C:22]([CH3:23])=[CH:21][C:20]([O:24][CH2:25][C:26]4([OH:34])[CH2:27][CH2:28][S:29](=[O:33])(=[O:32])[CH2:30][CH2:31]4)=[CH:19][C:18]=3[CH3:35])[C:13]([CH3:16])=[CH:14][CH:15]=2)[CH:5]=[CH:4][C:3]=1[CH2:36][CH2:37][C:38]([O-:40])=[O:39].[F:1][C:2]1[CH:7]=[C:6]([NH:8][CH2:9][C:10]2[CH:11]=[C:12]([C:17]3[C:22]([CH3:23])=[CH:21][C:20]([O:24][CH2:25][C:26]4([OH:34])[CH2:27][CH2:28][S:29](=[O:33])(=[O:32])[CH2:30][CH2:31]4)=[CH:19][C:18]=3[CH3:35])[C:13]([CH3:16])=[CH:14][CH:15]=2)[CH:5]=[CH:4][C:3]=1[CH2:36][CH2:37][C:38]([O-:40])=[O:39] |f:1.2,3.4.5,7.8.9|. Reported procedure: To a solution of 3-{2-fluoro-4-[({4′-[(4-hydroxy-1,1-dioxidotetrahydro-2H-thiopyran-4-yl)methoxy]-2′,6,6′-trimethylbiphenyl-3-yl}methyl)amino]phenyl}propanoic acid (57.0 mg, 0.10 mmol) in methanol (1 mL) was added 1 M aqueous sodium hydroxide solution (0.10 mL). Successively, an aqueous solution of calcium chloride (6.2 mg, 0.05 mmol) was gradually added. The precipitated solid was collected by filtration, washed with water and vacuum dried to give the title compound (32.2 mg, yield 55%) as a co... Reactants: C(C=C)[Si](Cl)(C)C (allyldimethylchlorosilane), C(C)NC(C1=C(C=CC=C1)Cl)=O (N-Ethyl-2-chlorobenzamide), [Li]C(C)CC (s-BuLi), C1CCCCC1 (cyclohexane), C(=O)=O.CC(=O)C (dry-ice acetone), CN(C)CCN(C)C (TMEDA). The solvent is C1CCOC1 (THF), C1CCOC1 (THF). Conditions: temperature -78 celsius, time 30 minute. Product: ClC1=C(C(=O)NCC)C(=CC=C1)[Si](CC=C)(C)C (2-Chloro-6-(dimethyl-2-propenylsilyl)-N-ethylbenzamide). RXN SMILES: [Li]C(CC)C.C1CCCCC1.C(=O)=O.CC(C)=O.CN(CCN(C)C)C.[CH2:27]([NH:29][C:30](=[O:38])[C:31]1[CH:36]=[CH:35][CH:34]=[CH:33][C:32]=1[Cl:37])[CH3:28].[CH2:39]([Si:42]([CH3:45])([CH3:44])Cl)[CH:40]=[CH2:41]>C1COCC1>[Cl:37][C:32]1[CH:33]=[CH:34][CH:35]=[C:36]([Si:42]([CH3:45])([CH3:44])[CH2:39][CH:40]=[CH2:41])[C:31]=1[C:30]([NH:29][CH2:27][CH3:28])=[O:38] |f:2.3|. Procedure details: A solution of 1.3M s-BuLi in cyclohexane (10.5 mL, 13.6 mmol) was added dropwise to a dry-ice/acetone cooled solution of TMEDA (1.0 mL, 6.5 mmol) in THF (10 mL), followed by the dropwise addition of a solution of the compound of example f (1.0 g, 5.45 mmol) in THF (10 mL). The reaction mixture was stirred at -78° C. for 30 min, then allyldimethylchlorosilane (10.9 mmol) was added and the mixture was stirred for 2.5 h at -78° C. The resulting reaction was warmed to -30° C., quenched with dilute a... Starting materials: CC1(C)OCC(CON)O1, Cc1nc(N)nc2c1C(=S)NC(c1ccc(F)cc1Br)C2, C1COCCO1. Product: Cc1nc(N)nc2c1C(=NOCC1COC(C)(C)O1)NC(c1ccc(F)cc1Br)C2. Reaction SMILES: [CH3:22][C:23]1([CH3:31])[O:24][CH2:25][CH:26]([CH2:28][O:29][NH2:30])[O:27]1.[NH2:1][c:2]1[n:3][c:4]([CH3:21])[c:5]2[c:6]([n:7]1)[CH2:8][CH:9]([c:13]1[c:14]([Br:20])[cH:15][c:16]([F:19])[cH:17][cH:18]1)[NH:10][C:11]2=[S:12].[O:32]1[CH2:33][CH2:34][O:35][CH2:36][CH2:37]1>>[NH2:1][c:2]1[n:3][c:4]([CH3:21])[c:5]2[c:6]([n:7]1)[CH2:8][CH:9]([c:13]1[c:14]([Br:20])[cH:15][c:16]([F:19])[cH:17][cH:18]1)[NH:10][C:11]2=[N:30][O:29][CH2:28][CH:26]1[CH2:25][O:24][C:23]([CH3:22])([CH3:31])[O:27]1.